describe an organic reaction: reactants, conditions, products, and yield From a dataset of the Open Reaction Database (ORD), a public repository of structured organic reaction records. Starting materials: C1=C(C=CS1)CNCC(C1=CC(=C(C=C1F)OC)OC)O (α-[[(3-thenyl)amino]methyl]-6-fluoro-3,4-dimethoxybenzyl alcohol), S(O)(O)(=O)=O (sulfuric acid). Run in FC(C(=O)O)(F)F (trifluoroacetic acid). Yields the product FC1=CC(=C(C=C1C1C2=C(CNC1)C=CS2)OC)OC (7-(6-fluoro-3,4-dimethoxyphenyl)-4,5,6,7-tetrahydrothieno[3,2-c]pyridine). Yield: 69.5%. As a reaction SMILES: [CH:1]1[S:5][CH:4]=[CH:3][C:2]=1[CH2:6][NH:7][CH2:8][CH:9](O)[C:10]1[C:15]([F:16])=[CH:14][C:13]([O:17][CH3:18])=[C:12]([O:19][CH3:20])[CH:11]=1.S(=O)(=O)(O)O>FC(F)(F)C(O)=O>[F:16][C:15]1[C:10]([CH:9]2[CH2:8][NH:7][CH2:6][C:2]3[CH:3]=[CH:4][S:5][C:1]2=3)=[CH:11][C:12]([O:19][CH3:20])=[C:13]([O:17][CH3:18])[CH:14]=1. Procedure details: ##STR62## 1.16 g of α-[[(3-thenyl)amino]methyl]-6-fluoro-3,4-dimethoxybenzyl alcohol was dissolved in 11 ml of trifluoroacetic acid, and after adding thereto 0.31 ml of conc. sulfuric acid under ice cooling, the mixture was stirred for 4 hours. The reaction solution was concentrated, and chloroform and water were added to the residue. The mixture was basified by addition of 10 ml of conc. aqueous ammonia under ice cooling. The chloroform layer was collected after a separating procedure, washed w... Starting materials: C1(=CC=CC=C1)S(=O)[O-].[Na+] (sodium phenyl sulfinate), C([O-])([O-])=O.[Na+].[Na+] (sodium carbonate), CO (methanol), BrCC=C(C1=CC=CC=C1)C1=CC=CC=C1 (1-bromo-3,3-diphenyl-2-propene). The solvent is O (water). Run at time 30 minute. The product is C1(=CC=CC=C1)C(=CCS(=O)(=O)C1=CC=CC=C1)C1=CC=CC=C1 ((3,3-diphenyl-2-propenyl)-phenyl sulfone). Isolated yield 81.3%. RXN SMILES: [C:1]1([S:7]([O-:9])=[O:8])[CH:6]=[CH:5][CH:4]=[CH:3][CH:2]=1.[Na+].C(=O)([O-])[O-].[Na+].[Na+].CO.Br[CH2:20][CH:21]=[C:22]([C:29]1[CH:34]=[CH:33][CH:32]=[CH:31][CH:30]=1)[C:23]1[CH:28]=[CH:27][CH:26]=[CH:25][CH:24]=1>O>[C:23]1([C:22]([C:29]2[CH:30]=[CH:31][CH:32]=[CH:33][CH:34]=2)=[CH:21][CH2:20][S:7]([C:1]2[CH:6]=[CH:5][CH:4]=[CH:3][CH:2]=2)(=[O:9])=[O:8])[CH:28]=[CH:27][CH:26]=[CH:25][CH:24]=1 |f:0.1,2.3.4|. Procedure: 15.5 gm of sodium phenyl sulfinate and 1.5 gm of sodium carbonate were introduced into 80 cc of methanol. Then 25.6 gm of 1-bromo-3,3-diphenyl-2-propene were added to the reaction mixture under an atmosphere of nitrogen and at room temperature which was then agitated for 1 hour and 30 minutes. Next, the reaction mixture was poured into cold water and extracted with methylene chloride. The methylene chloride extracts were combined, washed with water, dried and concentrated to dryness. The residue...